Dataset: the Open Reaction Database (ORD), a public repository of structured organic reaction records. Task: describe an organic reaction: reactants, conditions, products, and yield Reactants: N12C[C@@H](C(CC1)CC2)OC([C@@H](C2=CC=CC=C2)NC2=CC=C(C=C2)F)=O ((R)-(4-fluoro-phenylamino)-phenyl-acetic acid (R)-(1-aza-bicyclo[2.2.2]oct-3-yl)ester), ClCC(=O)C=1SC=CC1 (2-chloro-1-(thiophen-2-yl)ethanone). Solvent: CC#N (CH3CN). Conditions: temperature 100 celsius. The product is [Cl-].FC1=CC=C(C=C1)NC(C(O[C@H]1[N+]2(CCC(C1)CC2)CC(C=2SC=CC2)=O)=O)C2=CC=CC=C2 ((R)-2-(4-fluoro-phenylamino)-2-phenyl-acetoxyl-1-(2-oxo-2-thiophen-2-yl-ethyl)-1-azonia-bicyclo[2.2.2]octane chloride). Yield: 72.1%. Reaction SMILES: N12[CH2:8][CH2:7][CH:4](CC1)[C@@H:3]([O:9][C:10](=[O:26])[C@H:11]([NH:18][C:19]1[CH:24]=[CH:23][C:22]([F:25])=[CH:21][CH:20]=1)[C:12]1[CH:17]=[CH:16][CH:15]=[CH:14][CH:13]=1)C2.[Cl:27][CH2:28][C:29]([C:31]1[S:32][CH:33]=[CH:34][CH:35]=1)=[O:30]>CC#N>[Cl-:27].[F:25][C:22]1[CH:21]=[CH:20][C:19]([NH:18][CH:11]([C:12]2[CH:13]=[CH:14][CH:15]=[CH:16][CH:17]=2)[C:10](=[O:26])[O:9][C@@H:3]2[CH2:4][CH:7]3[CH2:8][CH2:19][N+:18]2([CH2:28][C:29](=[O:30])[C:31]2[S:32][CH:33]=[CH:34][CH:35]=2)[CH2:11][CH2:10]3)=[CH:24][CH:23]=1 |f:3.4|. Procedure: To a solution of (R)-(4-fluoro-phenylamino)-phenyl-acetic acid (R)-(1-aza-bicyclo[2.2.2]oct-3-yl)ester (C254) (200 mg, 0.56 mmol) in CH3CN (2 mL), is added 2-chloro-1-(thiophen-2-yl)ethanone (100 mg, 0.62 mmol). The reaction is heated at 100° C. for 1 hour under MW irradiation. The solvent is evaporated and the crude is purified by flash chromatography (DCM/MeOH=9/1) recovering the title compound as a white solid (104 mg, 36% yield, chloride salt, single diastereoisomer). Starting materials: C1(=CC=CC=C1)C=1C2=C(SC1C=O)C=CC=C2 (3-phenylbenzo[b]thiophene-2-carbaldehyde), C[Mg+].[Br-] (MeMgBr). Solvent: C1CCOC1 (THF), C(C)OCC (diethyl ether). Reaction conditions: time 30 minute. The product is C1(=CC=CC=C1)C=1C2=C(SC1C(C)O)C=CC=C2 (1-(3-phenylbenzo[b]thiophen-2-yl)ethanol). Reaction SMILES: [C:1]1([C:7]2[C:8]3[CH:17]=[CH:16][CH:15]=[CH:14][C:9]=3[S:10][C:11]=2[CH:12]=[O:13])[CH:6]=[CH:5][CH:4]=[CH:3][CH:2]=1.[CH3:18][Mg+].[Br-]>C1COCC1.C(OCC)C>[C:1]1([C:7]2[C:8]3[CH:17]=[CH:16][CH:15]=[CH:14][C:9]=3[S:10][C:11]=2[CH:12]([OH:13])[CH3:18])[CH:2]=[CH:3][CH:4]=[CH:5][CH:6]=1 |f:1.2|. Procedure details: To a solution of 3-phenylbenzo[b]thiophene-2-carbaldehyde (430 mg, 1.87 mmol) in THF (10 mL) cooled to −78° C. and under a nitrogen atmosphere was added 3.0M MeMgBr in diethyl ether (1.24 mL) and stirring was continued for 30 min. The reaction mixture was quenched with a saturated solution of NH4Cl (20 mL) and slowly warmed to RT. The mixture was extracted with EtOAc (×2) and the combined organic layers were washed with water, then dried (Na2SO4) and concentrated in vacuo affording 1-(3-phenylbe... The reactants are O=C([O-])[O-], CCCCc1ccc(C(=O)N2CCC(n3c(=S)[nH]c4ccccc43)CC2)cc1, CI, CC#N, [K+], [K+]. The product is CCCCc1ccc(C(=O)N2CCC(n3c(SC)nc4ccccc43)CC2)cc1. As a reaction SMILES: [C:31](=[O:32])([O-:33])[O-:34].[CH2:1]([CH2:2][CH2:3][CH3:4])[c:5]1[cH:6][cH:7][c:8]([C:11](=[O:12])[N:13]2[CH2:14][CH2:15][CH:16]([n:19]3[c:20](=[S:28])[nH:21][c:22]4[c:23]3[cH:24][cH:25][cH:26][cH:27]4)[CH2:17][CH2:18]2)[cH:9][cH:10]1.[CH3:29][I:30].[CH3:37][C:38]#[N:39].[K+:35].[K+:36]>>[CH2:1]([CH2:2][CH2:3][CH3:4])[c:5]1[cH:6][cH:7][c:8]([C:11](=[O:12])[N:13]2[CH2:14][CH2:15][CH:16]([n:19]3[c:20]([S:28][CH3:31])[n:21][c:22]4[c:23]3[cH:24][cH:25][cH:26][cH:27]4)[CH2:17][CH2:18]2)[cH:9][cH:10]1. The reactants are BrC1=C(CNCC)C=C(C=C1)C(F)(F)F ((2-bromo-5-trifluoromethyl-benzyl)-ethyl-amine), ClC(=O)OCC1=CC=C(C=C1)F (4-fluorobenzyl chloroformate). The product is FC1=CC=C(COC(N(CC)CC2=C(C=CC(=C2)C(F)(F)F)Br)=O)C=C1 ((2-Bromo-5-trifluoromethyl-benzyl)-ethyl-carbamic acid 4-fluoro-benzyl ester). RXN SMILES: [Br:1][C:2]1[CH:11]=[CH:10][C:9]([C:12]([F:15])([F:14])[F:13])=[CH:8][C:3]=1[CH2:4][NH:5][CH2:6][CH3:7].Cl[C:17]([O:19][CH2:20][C:21]1[CH:26]=[CH:25][C:24]([F:27])=[CH:23][CH:22]=1)=[O:18]>>[F:27][C:24]1[CH:23]=[CH:22][C:21]([CH2:20][O:19][C:17](=[O:18])[N:5]([CH2:4][C:3]2[CH:8]=[C:9]([C:12]([F:13])([F:14])[F:15])[CH:10]=[CH:11][C:2]=2[Br:1])[CH2:6][CH3:7])=[CH:26][CH:25]=1. Reported procedure: Prepared according to the procedure described in Example 56, Step 2, using the following starting materials: (2-bromo-5-trifluoromethyl-benzyl)-ethyl-amine and 4-fluorobenzyl chloroformate. Reactants: O=[N+]([O-])c1cc(Br)cnc1Cl, C[O-], CO, [Na+]. Product: COc1ncc(Br)cc1[N+](=O)[O-]. RXN SMILES: [Br:1][c:2]1[cH:3][c:4]([N+:9](=[O:10])[O-:11])[c:5]([Cl:8])[n:6][cH:7]1.[CH3:12][O-:13].[CH3:15][OH:16].[Na+:14]>>[Br:1][c:2]1[cH:3][c:4]([N+:9](=[O:10])[O-:11])[c:5]([O:13][CH3:12])[n:6][cH:7]1. RXN SMILES: [CH2:1]([c:2]1[cH:3][cH:4][cH:5][cH:6][cH:7]1)[O:8][c:9]1[c:10]([C:17](=[O:18])[O:19][CH3:20])[o:11][cH:12][c:13]([Br:16])[c:14]1=[O:15].[O:39]1[CH2:40][CH2:41][O:42][CH2:43][CH2:44]1.[cH:45]1[cH:46][cH:47][c:48]([P:49]([Pd:50]([P:51]([c:52]2[cH:53][cH:54][cH:55][cH:56][cH:57]2)([c:58]2[cH:59][cH:60][cH:61][cH:62][cH:63]2)[c:64]2[cH:65][cH:66][cH:67][cH:68][cH:69]2)([P:70]([c:71]2[cH:72][cH:73][cH:74][cH:75][cH:76]2)([c:77]2[cH:78][cH:79][cH:80][cH:81][cH:82]2)[c:83]2[cH:84][cH:85][cH:86][cH:87][cH:88]2)[P:89]([c:90]2[cH:91][cH:92][cH:93][cH:94][cH:95]2)([c:96]2[cH:97][cH:98][cH:99][cH:100][cH:101]2)[c:102]2[cH:103][cH:104][cH:105][cH:106][cH:107]2)([c:108]2[cH:109][cH:110][cH:111][cH:112][cH:113]2)[c:114]2[cH:115][cH:116][cH:117][cH:118][cH:119]2)[cH:120][cH:121]1.[s:21]1[c:22]([Sn:26]([CH2:27][CH2:28][CH2:29][CH3:30])([CH2:31][CH2:32][CH2:33][CH3:34])[CH2:35][CH2:36][CH2:37][CH3:38])[n:23][cH:24][cH:25]1>>[CH2:1]([c:2]1[cH:3][cH:4][cH:5][cH:6][cH:7]1)[O:8][c:9]1[c:10]([C:17](=[O:18])[O:19][CH3:20])[o:11][cH:12][c:13](-[c:22]2[s:21][cH:25][cH:24][n:23]2)[c:14]1=[O:15]. Product: COC(=O)c1occ(-c2nccs2)c(=O)c1OCc1ccccc1. Reactants: COC(=O)c1occ(Br)c(=O)c1OCc1ccccc1, C1COCCO1, c1ccc(P(c2ccccc2)(c2ccccc2)[Pd](P(c2ccccc2)(c2ccccc2)c2ccccc2)(P(c2ccccc2)(c2ccccc2)c2ccccc2)P(c2ccccc2)(c2ccccc2)c2ccccc2)cc1, CCCC[Sn](CCCC)(CCCC)c1nccs1. Reactants: BrC(C(=O)C1=CC=C(C=C1)OC)CCC1=CC=CC=C1 (2-bromo-1-(4-methoxy-phenyl)-4-phenyl-butan-1-one), NC(=S)N (thiourea), C(C)(=O)[O-].[Na+] (sodium acetate). Yields the product COC1=CC=C(C=C1)C=1N=C(SC1CCC1=CC=CC=C1)N (4-(4-methoxy-phenyl)-5-phenylethyl-thiazol-2-ylamine). Isolated yield 85.9%. As a reaction SMILES: Br[CH:2]([CH2:13][CH2:14][C:15]1[CH:20]=[CH:19][CH:18]=[CH:17][CH:16]=1)[C:3]([C:5]1[CH:10]=[CH:9][C:8]([O:11][CH3:12])=[CH:7][CH:6]=1)=O.[NH2:21][C:22]([NH2:24])=[S:23].C([O-])(=O)C.[Na+]>>[CH3:12][O:11][C:8]1[CH:9]=[CH:10][C:5]([C:3]2[N:21]=[C:22]([NH2:24])[S:23][C:2]=2[CH2:13][CH2:14][C:15]2[CH:20]=[CH:19][CH:18]=[CH:17][CH:16]=2)=[CH:6][CH:7]=1 |f:2.3|. Procedure: A procedure similar to step 5 of Example 6 was used. 2-bromo-1-(4-methoxy-phenyl)-4-phenyl-butan-1-one prepared in the step 3, thiourea and anhydrous sodium acetate were used as starting materials, refluxed for 3 hours, followed by post-treatment to give a crude product, which was recrystallized with anhydrous ethanol to obtain a product as a white solid in a yield of 85.9%, mp: 143-144 └. 1H-NMR (CDCl3, 400 MHz) δ: 2.90 (2H, t, J=7.60 Hz, CH2), 3.05 (2H, t, J=7.60 Hz, CH2), 3.82 (3H, s, OCH3), ... Starting materials: CC(C)CC(C)O, CN1C(=O)C2(CC2)CN(C2CCCCC2)c2nc(Cl)ncc21, COc1cc(C(=O)NC2CCN(C)C2)c(F)cc1N, O, Cc1ccc(S(=O)(=O)O)cc1. Product: COc1cc(C(=O)NC2CCN(C)C2)c(F)cc1Nc1ncc2c(n1)N(C1CCCCC1)CC1(CC1)C(=O)N2C. Reaction SMILES: [CH3:54][CH:55]([CH3:56])[CH2:57][CH:58]([OH:59])[CH3:60].[Cl:1][c:2]1[n:3][cH:4][c:5]2[c:13]([n:14]1)[N:12]([CH:15]1[CH2:16][CH2:17][CH2:18][CH2:19][CH2:20]1)[CH2:11][C:8]1([C:7](=[O:21])[N:6]2[CH3:22])[CH2:9][CH2:10]1.[NH2:23][c:24]1[cH:25][c:26]([F:41])[c:27]([C:28](=[O:29])[NH:30][CH:31]2[CH2:32][N:33]([CH3:36])[CH2:34][CH2:35]2)[cH:37][c:38]1[O:39][CH3:40].[OH2:42].[c:43]1([CH3:44])[cH:45][cH:46][c:47]([S:48]([OH:49])(=[O:50])=[O:51])[cH:52][cH:53]1>>[c:2]1([NH:23][c:24]2[cH:25][c:26]([F:41])[c:27]([C:28](=[O:29])[NH:30][CH:31]3[CH2:32][N:33]([CH3:36])[CH2:34][CH2:35]3)[cH:37][c:38]2[O:39][CH3:40])[n:3][cH:4][c:5]2[c:13]([n:14]1)[N:12]([CH:15]1[CH2:16][CH2:17][CH2:18][CH2:19][CH2:20]1)[CH2:11][C:8]1([C:7](=[O:21])[N:6]2[CH3:22])[CH2:9][CH2:10]1. Reactants: FC=1C=CC(=C(C(=O)O)C1)CO (5-fluoro-2-(hydroxymethyl)benzoic acid). The reagents and catalysts are [O-2].[Mn+4].[O-2] (manganese(IV) oxide). Solvent: O1CCCC1 (tetrahydrofuran). Reaction conditions: time 16 hour. The product is FC=1C=CC(=C(C(=O)O)C1)C=O (5-Fluoro-2-formylbenzoic acid). Yield: 41.3%. Reaction SMILES: [F:1][C:2]1[CH:3]=[CH:4][C:5]([CH2:11][OH:12])=[C:6]([CH:10]=1)[C:7]([OH:9])=[O:8]>O1CCCC1.[O-2].[Mn+4].[O-2]>[F:1][C:2]1[CH:3]=[CH:4][C:5]([CH:11]=[O:12])=[C:6]([CH:10]=1)[C:7]([OH:9])=[O:8] |f:2.3.4|. Procedure: A mixture of 5-fluoro-2-(hydroxymethyl)benzoic acid (0.518 g, 3.04 mmol) and manganese(IV) oxide (3.71 g, 42.6 mmol) in tetrahydrofuran (25 mL) was stirred at room temperature for 16 hr. The insoluble material was removed by filtration through CELITE®. The filtrate was concentrated under vacuum to dryness. The residue was dissolved in CH2Cl2 (100 mL) and dried over anhydrous MgSO4. Removal of solvent under vacuum provided the desired product (0.211 g, 1.255 mmol, 41.2% yield) as a white solid. Reactants: CC(C)(C)c1cccc(C2(O)CCN(Cc3ccccc3)CC2)c1, CC(=O)O, CCOC(C)=O, N#CCCl, O=S(=O)(O)O. Product: CC(C)(C)c1cccc(C2(NC(=O)CCl)CCN(Cc3ccccc3)CC2)c1. RXN SMILES: [CH2:1]([c:2]1[cH:3][cH:4][cH:5][cH:6][cH:7]1)[N:8]1[CH2:9][CH2:10][C:11]([OH:14])([c:15]2[cH:16][c:17]([C:21]([CH3:22])([CH3:23])[CH3:24])[cH:18][cH:19][cH:20]2)[CH2:12][CH2:13]1.[CH3:29][C:30]([OH:31])=[O:32].[CH3:38][CH2:39][O:40][C:41](=[O:42])[CH3:43].[Cl:25][CH2:26][C:27]#[N:28].[S:33](=[O:34])(=[O:35])([OH:36])[OH:37]>>[CH2:1]([c:2]1[cH:3][cH:4][cH:5][cH:6][cH:7]1)[N:8]1[CH2:9][CH2:10][C:11]([c:15]2[cH:16][c:17]([C:21]([CH3:22])([CH3:23])[CH3:24])[cH:18][cH:19][cH:20]2)([NH:28][C:27]([CH2:26][Cl:25])=[O:31])[CH2:12][CH2:13]1.